Dataset: the Open Reaction Database (ORD), a public repository of structured organic reaction records. Task: describe an organic reaction: reactants, conditions, products, and yield The reactants are CCCCCCCCCCN(C(=O)OC(C)(C)C)C(=O)C1CCN1, ClCCl, O=C(O)C(F)(F)F. Product: CCCCCCCCCCNC(=O)C1CCN1. RXN SMILES: [CH2:1]([CH2:2][CH2:3][CH2:4][CH2:5][CH2:6][CH2:7][CH2:8][CH2:9][CH3:10])[N:11]([C:12](=[O:13])[CH:14]1[NH:15][CH2:16][CH2:17]1)[C:18]([O:19][C:20]([CH3:21])([CH3:22])[CH3:23])=[O:24].[CH2:32]([Cl:33])[Cl:34].[OH:25][C:26]([C:27]([F:28])([F:29])[F:30])=[O:31]>>[CH2:1]([CH2:2][CH2:3][CH2:4][CH2:5][CH2:6][CH2:7][CH2:8][CH2:9][CH3:10])[NH:11][C:12](=[O:13])[CH:14]1[NH:15][CH2:16][CH2:17]1. The reactants are ClCC(=NOC)OC(NC1=CC(=CC=C1)CC=C)=O (1-Chloro-2-(N-3-allylphenylcarbamoyloxy)-2-methoxyiminoethane), CS(=O)C=1C=C(C=CC1)P([O-])(=O)C1=CC=C(C=C1)SC.[K+] (potassium 3-methylsulfinylphenyl(4-methylthiophenyl)phosphinate), [I-].[K+] (potassium iodide). The solvent is C(C)C(=O)C (methyl ethyl ketone). The product is CS(=O)C=1C=C(C=CC1)P(OCC(=NOC)OC(NC1=CC(=CC=C1)CC=C)=O)(=O)C1=CC=C(C=C1)SC (O-[2-(N-3-allylphenylcarbamoyloxy)-2-methoxyiminoethyl] 3-methylsulfinylphenyl(4-methylthiophenyl)phosphinate). Reaction SMILES: Cl[CH2:2][C:3]([O:7][C:8](=[O:19])[NH:9][C:10]1[CH:15]=[CH:14][CH:13]=[C:12]([CH2:16][CH:17]=[CH2:18])[CH:11]=1)=[N:4][O:5][CH3:6].[CH3:20][S:21]([C:23]1[CH:24]=[C:25]([P:29]([C:32]2[CH:37]=[CH:36][C:35]([S:38][CH3:39])=[CH:34][CH:33]=2)(=[O:31])[O-:30])[CH:26]=[CH:27][CH:28]=1)=[O:22].[K+].[I-].[K+]>C(C(C)=O)C>[CH3:20][S:21]([C:23]1[CH:24]=[C:25]([P:29]([C:32]2[CH:33]=[CH:34][C:35]([S:38][CH3:39])=[CH:36][CH:37]=2)(=[O:30])[O:31][CH2:2][C:3]([O:7][C:8](=[O:19])[NH:9][C:10]2[CH:15]=[CH:14][CH:13]=[C:12]([CH2:16][CH:17]=[CH2:18])[CH:11]=2)=[N:4][O:5][CH3:6])[CH:26]=[CH:27][CH:28]=1)=[O:22] |f:1.2,3.4|. Procedure: 1-Chloro-2-(N-3-allylphenylcarbamoyloxy)-2-methoxyiminoethane (14.1 grams; 0.05 mole), methyl ethyl ketone (100 ml), potassium 3-methylsulfinylphenyl(4-methylthiophenyl)phosphinate (18.2 grams; 0.05 mole) and a few crystals of potassium iodide are charged into a glass reaction flask equipped with a mechanical stirrer, thermometer and reflux condenser. The reaction mixture is then heated at reflux for a period of about 6 hours. After this time the reaction mixture is cooled to room temperature an... Reactants: C1(=CC=CC=C1)O (phenol), [H-].[Na+] (sodium hydride), O1C(C1)CCC=1C=NC=CC1 (3-(2-oxiranylethyl)pyridine). Run in CN(C=O)C (dimethylformamide). The product is O(C1=CC=CC=C1)CC(CCC=1C=NC=CC1)O ((±)-α-(Phenoxymethyl)-3-pyridinepropanol). Yield: 16.4%. Reaction SMILES: [C:1]1([OH:7])[CH:6]=[CH:5][CH:4]=[CH:3][CH:2]=1.[H-].[Na+].[O:10]1[CH2:12][CH:11]1[CH2:13][CH2:14][C:15]1[CH:16]=[N:17][CH:18]=[CH:19][CH:20]=1>CN(C)C=O>[O:7]([CH2:12][CH:11]([OH:10])[CH2:13][CH2:14][C:15]1[CH:16]=[N:17][CH:18]=[CH:19][CH:20]=1)[C:1]1[CH:6]=[CH:5][CH:4]=[CH:3][CH:2]=1 |f:1.2|. Procedure: Prepared according to the method described in Example 1a) from phenol (0.15 g), sodium hydride (0.075 g) and 3-(2-oxiranylethyl)pyridine (0.15 g) in dimethylformamide at 100° C. for 30 minutes to give the title compound as an oil (0.04 g). The reactants are BrBr (bromine), FC=1C(=NC=CC1)O (3-fluoro-2-hydroxypyridine), [O-]S(=O)[O-].[Na+].[Na+] (Na2SO3). The solvent is CN(C=O)C (dimethylformamide), O (water), O (water). Reaction conditions: time 2 hour. Yields the product BrC=1C=C(C(=NC1)O)F (5-bromo-3-fluoro-2-hydroxypyridine). Yield: 90.3%. Reaction SMILES: [Br:1]Br.[F:3][C:4]1[C:5]([OH:10])=[N:6][CH:7]=[CH:8][CH:9]=1.[O-]S([O-])=O.[Na+].[Na+]>CN(C)C=O.O>[Br:1][C:8]1[CH:9]=[C:4]([F:3])[C:5]([OH:10])=[N:6][CH:7]=1 |f:2.3.4|. Reported procedure: 32.0 ml (620.0 mmol) of bromine are added dropwise at 0° C. to 63.7 g (563.2 mmol) of 3-fluoro-2-hydroxypyridine in 700 ml of dimethylformamide. After the mixture has been stirred at room temperature for a further two hours, 800 ml of water are added, and 78 g of Na2SO3 in 350 ml of water are added dropwise. The mixture is then extracted three times with 400 ml of dichloromethane in each case, and the organic phase is dried over Na2SO4 and evaporated to dryness, giving 97.6 g of 5-bromo-3-fluoro... Starting materials: CC1CCC(C(=O)N(c2cc(C#CC(C)(C)C)sc2C(=O)O)C2CCC(O)CC2)CC1, CCOC(C)=O, Fc1ccccn1, [H-], [Na+], CN(C)C=O. Yields the product CC1CCC(C(=O)N(c2cc(C#CC(C)(C)C)sc2C(=O)O)C2CCC(Oc3ccccn3)CC2)CC1. As a reaction SMILES: [CH3:1][C:2]([C:3]#[C:4][c:5]1[cH:6][c:7]([N:13]([C:14](=[O:15])[CH:16]2[CH2:17][CH2:18][CH:19]([CH3:22])[CH2:20][CH2:21]2)[CH:23]2[CH2:24][CH2:25][CH:26]([OH:29])[CH2:27][CH2:28]2)[c:8]([C:10](=[O:11])[OH:12])[s:9]1)([CH3:30])[CH3:31].[CH3:41][CH2:42][O:43][C:44](=[O:45])[CH3:46].[F:32][c:33]1[n:34][cH:35][cH:36][cH:37][cH:38]1.[H-:39].[Na+:40].[O:47]=[CH:48][N:49]([CH3:50])[CH3:51]>>[CH3:1][C:2]([C:3]#[C:4][c:5]1[cH:6][c:7]([N:13]([C:14](=[O:15])[CH:16]2[CH2:17][CH2:18][CH:19]([CH3:22])[CH2:20][CH2:21]2)[CH:23]2[CH2:24][CH2:25][CH:26]([O:29][c:33]3[n:34][cH:35][cH:36][cH:37][cH:38]3)[CH2:27][CH2:28]2)[c:8]([C:10](=[O:11])[OH:12])[s:9]1)([CH3:30])[CH3:31]. Starting materials: NC[C@H](C)N1N=C(C=C1)C1=CC(=C(C#N)C=C1)C(F)(F)F ((S)-4-(1-(1-aminopropan-2-yl)-1H-pyrazol-3-yl)-2-(trifluoromethyl)benzonitrile), C(C)(=O)C1=NNC(=C1)C(=O)O (3-acetyl-1H-pyrazole-5-carboxylic acid), C=1C=CC2=C(C1)N=NN2O (HOBt), CCN(C(C)C)C(C)C (DIPEA), CCN=C=NCCCN(C)C (EDCI). The solvent is C(Cl)Cl (DCM). Yields the product C(C)(=O)C1=NNC(=C1)C(=O)NC[C@H](C)N1N=C(C=C1)C1=CC(=C(C=C1)C#N)C(F)(F)F ((S)-3-acetyl-N-(2-(3-(4-cyano-3-(trifluoromethyl)phenyl)-1H-pyrazol-1-yl)propyl)-1H-pyrazole-5-carboxamide). Isolated yield 77.4%. As a reaction SMILES: [NH2:1][CH2:2][C@@H:3]([N:5]1[CH:9]=[CH:8][C:7]([C:10]2[CH:17]=[CH:16][C:13]([C:14]#[N:15])=[C:12]([C:18]([F:21])([F:20])[F:19])[CH:11]=2)=[N:6]1)[CH3:4].[C:22]([C:25]1[CH:29]=[C:28]([C:30](O)=[O:31])[NH:27][N:26]=1)(=[O:24])[CH3:23].C1C=CC2N(O)N=NC=2C=1.CCN(C(C)C)C(C)C.CCN=C=NCCCN(C)C>C(Cl)Cl>[C:22]([C:25]1[CH:29]=[C:28]([C:30]([NH:1][CH2:2][C@@H:3]([N:5]2[CH:9]=[CH:8][C:7]([C:10]3[CH:17]=[CH:16][C:13]([C:14]#[N:15])=[C:12]([C:18]([F:20])([F:21])[F:19])[CH:11]=3)=[N:6]2)[CH3:4])=[O:31])[NH:27][N:26]=1)(=[O:24])[CH3:23]. Procedure: The title compound was synthesized from (S)-4-(1-(1-aminopropan-2-yl)-1H-pyrazol-3-yl)-2-(trifluoromethyl)benzonitrile (429 mg, 1.45 mmol), 3-acetyl-1H-pyrazole-5-carboxylic acid (225 mg, 1.45 mmol), HOBt (236 mg, 1.75 mmol), DIPEA (0.305 mL, 1.75 mmol) and EDCI (335 mg, 1.75 mmol) using DCM as solvent using the method of Example 34(d) affording 483 mg of the title compound. 1H NMR (400 MHz; d6-DMSO): δ 1.50 (d, 3H), 2.47 (s, 3H), 3.63 (m, 2H), 4.69 (m, 1H), 7.03 (d, 1H), 7.25 (bs, 1H), 7.90 (d,... Reactants: BrC1=C(C#N)C=CC(=C1)N1N=C(C=2C1=NC=CC2Cl)C(C)C (2-Bromo-4-{4-chloro-3-isopropyl-1H-pyrazolo[3,4-b]pyridin-1-yl}benzonitrile), C([O-])([O-])=O.[K+].[K+] (potassium carbonate), N1C=NC=C1 (imidazole). Reagents/catalysts: [Cu]=O (copper(II) oxide). Solvent: CN(C)C=O (DMF), C(Cl)(Cl)Cl (chloroform). Yields the product N1(C=NC=C1)C1=C2C(=NC=C1)N(N=C2C(C)C)C2=CC(=C(C#N)C=C2)Br (4-{4-(1H-Imidazol-1-yl)-3-isopropyl-1H-pyrazolo[3,4-b]pyridin-1-yl}-2-bromo-benzonitrile). Isolated yield 81.4%. Reaction SMILES: [Br:1][C:2]1[CH:9]=[C:8]([N:10]2[C:14]3=[N:15][CH:16]=[CH:17][C:18](Cl)=[C:13]3[C:12]([CH:20]([CH3:22])[CH3:21])=[N:11]2)[CH:7]=[CH:6][C:3]=1[C:4]#[N:5].C(=O)([O-])[O-].[K+].[K+].[NH:29]1[CH:33]=[CH:32][N:31]=[CH:30]1>CN(C=O)C.C(Cl)(Cl)Cl.[Cu]=O>[N:29]1([C:18]2[CH:17]=[CH:16][N:15]=[C:14]3[N:10]([C:8]4[CH:7]=[CH:6][C:3]([C:4]#[N:5])=[C:2]([Br:1])[CH:9]=4)[N:11]=[C:12]([CH:20]([CH3:22])[CH3:21])[C:13]=23)[CH:33]=[CH:32][N:31]=[CH:30]1 |f:1.2.3|. Reported procedure: A solution of compound (36a) (0.196 g), potassium carbonate (0.145 g), copper(II) oxide (nanopowder) (0.021 g), and imidazole (0.042 g) in DMF (2.0 mL) was stirred at 120° C. for 20 hr. The reaction solution was diluted with chloroform, and insoluble matters were filtered through celite. The solvent was distilled away, and ethyl acetate and ether were added to the residue. The precipitate was collected by filtration to obtain compound (36b) (0.173 g, 81%) as a white solid. Reactants: C(C=C)O[C@@H]1[C@H]([C@H](OCC2=CC=CC=C2)O[C@@H]([C@@H]1OCC1=CC=CC=C1)COCC=C)OCC1=CC=CC=C1 (Benzyl 3,6-di-O-Allyl-2,4-di-O-benzyl-β-D-galactopyranoside), O (water), II (iodine). Reagents/catalysts: [Ir] (iridium). The solvent is O1CCCC1 (tetrahydrofuran), O1CCCC1 (tetrahydrofuran), C(C)(=O)OCC (ethyl acetate). Conditions: time 7 hour. Yields the product C(C1=CC=CC=C1)O[C@H]1[C@H](OCC2=CC=CC=C2)O[C@@H]([C@@H]([C@@H]1O)OCC1=CC=CC=C1)CO (Benzyl 2,4-di-O-Benzyl-β-D-galactopyranoside). The yield is 98.4%. Reaction SMILES: C([O:4][C@H:5]1[C@@H:18]([O:19][CH2:20][C:21]2[CH:26]=[CH:25][CH:24]=[CH:23][CH:22]=2)[C@@H:17]([CH2:27][O:28]CC=C)[O:16][C@@H:7]([O:8][CH2:9][C:10]2[CH:15]=[CH:14][CH:13]=[CH:12][CH:11]=2)[C@@H:6]1[O:32][CH2:33][C:34]1[CH:39]=[CH:38][CH:37]=[CH:36][CH:35]=1)C=C.O.II>O1CCCC1.C(OCC)(=O)C.[Ir]>[CH2:33]([O:32][C@@H:6]1[C@@H:5]([OH:4])[C@@H:18]([O:19][CH2:20][C:21]2[CH:22]=[CH:23][CH:24]=[CH:25][CH:26]=2)[C@@H:17]([CH2:27][OH:28])[O:16][C@H:7]1[O:8][CH2:9][C:10]1[CH:15]=[CH:14][CH:13]=[CH:12][CH:11]=1)[C:34]1[CH:35]=[CH:36][CH:37]=[CH:38][CH:39]=1. Procedure details: Under hydrogen gas atmosphere, a solution of Compound 12 (8.9 g, 16.7 mmol) in tetrahydrofuran (80 ml) was added to a solution of activated iridium complex (Ir(CoD)(PMePh2)2PF6, 287 mg, 0.34 mmol) in tetrahydrofuran (60 ml) at room temperature, and the mixture was stirred for 7 hours. Subsequently, water (100 ml) and iodine (8.5 g, 67.1 mmol) were added to the reaction mixture, and it was stirred for 15 hours. The reaction mixture was diluted with ethyl acetate, washed successively with saturate... The reactants are C1(=CC=CC=C1)CC(CC1=CC=CC=C1)=O (1,3-diphenyl-2-propanone), C(=O)NC(NC=O)NC=O (tris(formylamino)methane), CN(C=O)C (dimethylformamide). The solvent is O (water). The product is C1(=CC=CC=C1)C1=CNC=C(C1=O)C1=CC=CC=C1 (3,5-diphenyl-4(1H)-pyridone). RXN SMILES: [C:1]1([CH2:7][C:8](=[O:16])[CH2:9][C:10]2[CH:15]=[CH:14][CH:13]=[CH:12][CH:11]=2)[CH:6]=[CH:5][CH:4]=[CH:3][CH:2]=1.[CH:17]([NH:19][CH:20](NC=O)NC=O)=O.CN(C)C=O>O>[C:1]1([C:7]2[C:8](=[O:16])[C:9]([C:10]3[CH:11]=[CH:12][CH:13]=[CH:14][CH:15]=3)=[CH:20][NH:19][CH:17]=2)[CH:6]=[CH:5][CH:4]=[CH:3][CH:2]=1. Procedure details: A 1.4 g. portion of 1,3-diphenyl-2-propanone was mixed with 1.0 g. of tris(formylamino)methane in 20 ml. of dimethylformamide. The reaction mixture was stirred at reflux temperature for 3 hours. The mixture was then cooled to approximately room temperature, and poured into water. The precipitated solids were separated by filtration, and the solids were suspended in chloroform. The chloroform was then filtered, and the solids remaining were washed first with water, and then with chloroform. The y...